From a dataset of the Open Reaction Database (ORD), a public repository of structured organic reaction records. describe an organic reaction: reactants, conditions, products, and yield Starting materials: Cc1nccn1-c1cccc(C(=O)CC(=O)OC(C)(C)C)c1, CC(C)=O, O=C(OC(=O)C(F)(F)F)C(F)(F)F, O=C(O)C(F)(F)F. Product: Cc1nccn1-c1cccc(C2=CC(=O)OC(C)(C)O2)c1. Reaction SMILES: [C:1]([CH3:2])([CH3:3])([CH3:4])[O:5][C:6]([CH2:7][C:8](=[O:9])[c:10]1[cH:11][c:12](-[n:16]2[c:17]([CH3:21])[n:18][cH:19][cH:20]2)[cH:13][cH:14][cH:15]1)=[O:22].[CH3:43][C:44](=[O:45])[CH3:46].[F:23][C:24]([F:25])([F:26])[C:27]([O:28][C:29](=[O:30])[C:31]([F:32])([F:33])[F:34])=[O:35].[F:36][C:37]([F:38])([F:39])[C:40]([OH:41])=[O:42]>>[C:1]1([CH3:2])([CH3:3])[O:5][C:6](=[O:22])[CH:7]=[C:8]([c:10]2[cH:11][c:12](-[n:16]3[c:17]([CH3:21])[n:18][cH:19][cH:20]3)[cH:13][cH:14][cH:15]2)[O:9]1. Reactants: C1(CCCCC1)O (cyclohexanol), CN(C)C1=NC=CC=C1 (dimethylaminopyridine), C(C)N=C=NCCCN(C)C (1-ethyl-3-(3′-dimethylaminopropyl)carbodiimide), CC1=CC(=NN1CC(=O)N1CCN(CC1)C=1SC=C(N1)C(=O)O)C(F)(F)F (2-(4-{[5-methyl-3-(trifluoromethyl)-1H-pyrazol-1-yl]acetyl}piperazin-1-yl)-1,3-thiazole-4-carboxylic acid). Solvent: ClCCl (dichloromethane), O (water). Conditions: time 8 hour. Yields the product CC1=CC(=NN1CC(=O)N1CCN(CC1)C=1SC=C(N1)C(=O)OC1CCCCC1)C(F)(F)F (Cyclohexyl 2-(4-{[5-methyl-3-(trifluoromethyl)-1H-pyrazol-1-yl]acetyl}piperazin-1-yl)-1,3-thiazole-4-carboxylate). Reaction SMILES: [CH:1]1([OH:7])[CH2:6][CH2:5][CH2:4][CH2:3][CH2:2]1.CN(C1C=CC=CN=1)C.C(N=C=NCCCN(C)C)C.[CH3:28][C:29]1[N:33]([CH2:34][C:35]([N:37]2[CH2:42][CH2:41][N:40]([C:43]3[S:44][CH:45]=[C:46]([C:48](O)=[O:49])[N:47]=3)[CH2:39][CH2:38]2)=[O:36])[N:32]=[C:31]([C:51]([F:54])([F:53])[F:52])[CH:30]=1>ClCCl.O>[CH3:28][C:29]1[N:33]([CH2:34][C:35]([N:37]2[CH2:38][CH2:39][N:40]([C:43]3[S:44][CH:45]=[C:46]([C:48]([O:7][CH:1]4[CH2:6][CH2:5][CH2:4][CH2:3][CH2:2]4)=[O:49])[N:47]=3)[CH2:41][CH2:42]2)=[O:36])[N:32]=[C:31]([C:51]([F:54])([F:52])[F:53])[CH:30]=1. Reported procedure: At room temperature, cyclohexanol (82 mg), dimethylaminopyridine (10 mg) and 1-ethyl-3-(3′-dimethylaminopropyl)carbodiimide (150 mg) are added to a solution of 2-(4-{[5-methyl-3-(trifluoromethyl)-1H-pyrazol-1-yl]acetyl}piperazin-1-yl)-1,3-thiazole-4-carboxylic acid (XXXIV-1, 300 mg) in dichloromethane (5 ml). The mixture is stirred overnight, and water is then added. The aqueous phase is separated off and extracted with ethyl acetate. The combined organic phases are dried with sodium sulphate. T...